This data is from the Open Reaction Database (ORD), a public repository of structured organic reaction records. The task is: describe an organic reaction: reactants, conditions, products, and yield Reactants: FC=1C=C(N)C=CC1F (3,4-difluoroaniline), O=CC(=O)OCC (ethyl 2-oxoacetate), CO (methanol). Run at time 14 hour. The product is FC=1C=C(NC(C(=O)OCC)OC)C=CC1F (ethyl 2-(3,4-difluoroanilino)-2-methoxy-acetate). RXN SMILES: [F:1][C:2]1[CH:3]=[C:4]([CH:6]=[CH:7][C:8]=1[F:9])[NH2:5].[O:10]=[CH:11][C:12]([O:14][CH2:15][CH3:16])=[O:13].[CH3:17]O>>[F:1][C:2]1[CH:3]=[C:4]([CH:6]=[CH:7][C:8]=1[F:9])[NH:5][CH:11]([O:10][CH3:17])[C:12]([O:14][CH2:15][CH3:16])=[O:13]. Reported procedure: To a stirred solution of 2.0 g (15 mmol) of 3,4-difluoroaniline in methanol is added 4.0 g (39 mmol) of ethyl 2-oxoacetate. After stirring for 14 h, the mixture is concentrated to provide 3.7 g of I-03a that is used directly without purification. Reactants: CC(C)(C)OC(=O)N1CCC(N2C(=O)OC(c3ccccc3)c3ccccc32)CC1, CCOC(C)=O, Cl. Product: Cl, O=C1OC(c2ccccc2)c2ccccc2N1C1CCNCC1. Reaction SMILES: [C:1]([O:2][C:3]([CH3:4])([CH3:5])[CH3:6])(=[O:7])[N:8]1[CH2:9][CH2:10][CH:11]([N:14]2[C:15](=[O:30])[O:16][CH:17]([c:24]3[cH:25][cH:26][cH:27][cH:28][cH:29]3)[c:18]3[c:19]2[cH:20][cH:21][cH:22][cH:23]3)[CH2:12][CH2:13]1.[CH3:32][CH2:33][O:34][C:35](=[O:36])[CH3:37].[ClH:31]>>[ClH:31].[NH:8]1[CH2:9][CH2:10][CH:11]([N:14]2[C:15](=[O:30])[O:16][CH:17]([c:24]3[cH:25][cH:26][cH:27][cH:28][cH:29]3)[c:18]3[c:19]2[cH:20][cH:21][cH:22][cH:23]3)[CH2:12][CH2:13]1. Reactants: C(#N)C1=CC(=NC=C1)OC=1C=C(C2=C(B(OC2CC(=O)OCC)O)C1)C (ethyl 2-(6-(4-cyanopyridin-2-yloxy)-1-hydroxy-4-methyl-1,3-dihydrobenzo[c][1,2]oxaborol-3-yl)acetate), [OH-].[Na+] (NaOH), CO.C1CCOC1 (MeOH THF). Reaction conditions: time 2 hour. The product is C(=O)(O)CC1C2=C(B(O1)O)C=C(C=C2C)OC=2C=C(C(=O)O)C=CN2 (2-(3-(Carboxymethyl)-1-hydroxy-4-methyl-1,3-dihydrobenzo[c][1,2]oxaborol-6-yloxy)isonicotinic acid). RXN SMILES: [C:1]([C:3]1[CH:8]=[CH:7][N:6]=[C:5]([O:9][C:10]2[CH:11]=[C:12]([CH3:26])[C:13]3[CH:17]([CH2:18][C:19]([O:21]CC)=[O:20])[O:16][B:15]([OH:24])[C:14]=3[CH:25]=2)[CH:4]=1)#N.[OH-:27].[Na+].C[OH:30].C1COCC1>>[C:19]([CH2:18][CH:17]1[O:16][B:15]([OH:24])[C:14]2[CH:25]=[C:10]([O:9][C:5]3[CH:4]=[C:3]([CH:8]=[CH:7][N:6]=3)[C:1]([OH:30])=[O:27])[CH:11]=[C:12]([CH3:26])[C:13]1=2)([OH:21])=[O:20] |f:1.2,3.4|. Procedure: To a solution of ethyl 2-(6-(4-cyanopyridin-2-yloxy)-1-hydroxy-4-methyl-1,3-dihydrobenzo[c][1,2]oxaborol-3-yl)acetate (1.18 g, 3.31 mmol) in MeOH/THF (12 mL, 1:1) was added aqueous NaOH solution (250 mg in 3 mL water). After stirring at room temperature for two hours, the reaction mixture was evaporated and then acidified to pH 5 using 1 N HCl and then concentrated. HPLC purification gave desired product as a white powder. 1H NMR (400 MHz, DMSO-d6) δ 9.20 (b 1H), 8.26 (d, J=5.2 Hz 1H), 7.47 (dd,... The product is CCC(C#N)Oc1cc(Oc2ccc(C(F)(F)F)cc2Cl)ccc1C#N. Reactants: CCC(C#N)Oc1cc(Oc2ccc(C(F)(F)F)cc2Cl)ccc1Br, [C-]#N, CN(C)C=O, [Cl-]. Reaction SMILES: [Br:1][c:2]1[c:3]([O:4][CH:5]([C:6]#[N:7])[CH2:8][CH3:9])[cH:10][c:11]([O:14][c:15]2[c:16]([Cl:25])[cH:17][c:18]([C:21]([F:22])([F:23])[F:24])[cH:19][cH:20]2)[cH:12][cH:13]1.[C-:26]#[N:27].[CH3:29][N:30]([CH3:31])[CH:32]=[O:33].[Cl-:28]>>[c:2]1([C:26]#[N:27])[c:3]([O:4][CH:5]([C:6]#[N:7])[CH2:8][CH3:9])[cH:10][c:11]([O:14][c:15]2[c:16]([Cl:25])[cH:17][c:18]([C:21]([F:22])([F:23])[F:24])[cH:19][cH:20]2)[cH:12][cH:13]1.